Dataset: the Open Reaction Database (ORD), a public repository of structured organic reaction records. Task: describe an organic reaction: reactants, conditions, products, and yield The reactants are CC(C)(C)c1cc(C(=S)S)cc(C(C)(C)C)c1O, Cc1ccccc1, C=Cc1ccncc1. Yields the product CC(C)(C)c1cc(C(=S)SCCc2ccncc2)cc(C(C)(C)C)c1O. RXN SMILES: [C:9]([CH3:10])([CH3:11])([CH3:12])[c:13]1[cH:14][c:15]([C:16](=[S:17])[SH:18])[cH:19][c:20]([C:23]([CH3:24])([CH3:25])[CH3:26])[c:21]1[OH:22].[CH3:27][c:28]1[cH:29][cH:30][cH:31][cH:32][cH:33]1.[CH:1](=[CH2:2])[c:3]1[cH:4][cH:5][n:6][cH:7][cH:8]1>>[CH2:1]([CH2:2][S:18][C:16]([c:15]1[cH:14][c:13]([C:9]([CH3:10])([CH3:11])[CH3:12])[c:21]([OH:22])[c:20]([C:23]([CH3:24])([CH3:25])[CH3:26])[cH:19]1)=[S:17])[c:3]1[cH:4][cH:5][n:6][cH:7][cH:8]1.